Task: describe an organic reaction: reactants, conditions, products, and yield. Dataset: the Open Reaction Database (ORD), a public repository of structured organic reaction records Starting materials: COC(=O)c1ccc(C=Cc2ncc(-c3cc(C)cc(Nc4nccc(C(F)(F)F)n4)c3)s2)cc1, CCOC(C)=O. The product is COC(=O)c1ccc(CCc2ncc(-c3cc(C)cc(Nc4nccc(C(F)(F)F)n4)c3)s2)cc1. Reaction SMILES: [CH3:1][c:2]1[cH:3][c:4](-[c:19]2[cH:20][n:21][c:22]([CH:24]=[CH:25][c:26]3[cH:27][cH:28][c:29]([C:30](=[O:31])[O:32][CH3:33])[cH:34][cH:35]3)[s:23]2)[cH:5][c:6]([NH:8][c:9]2[n:10][cH:11][cH:12][c:13]([C:15]([F:16])([F:17])[F:18])[n:14]2)[cH:7]1.[CH3:36][CH2:37][O:38][C:39]([CH3:40])=[O:41]>>[CH3:1][c:2]1[cH:3][c:4](-[c:19]2[cH:20][n:21][c:22]([CH2:24][CH2:25][c:26]3[cH:27][cH:28][c:29]([C:30](=[O:31])[O:32][CH3:33])[cH:34][cH:35]3)[s:23]2)[cH:5][c:6]([NH:8][c:9]2[n:10][cH:11][cH:12][c:13]([C:15]([F:16])([F:17])[F:18])[n:14]2)[cH:7]1. Starting materials: CC(C)(C)OC(=O)N1CC2C(C1)C2CN(C(=O)c1cccs1)c1ccc(N2CCOCC2)c(F)c1, ClCCl, O=C(O)C(F)(F)F. Yields the product O=C(O)C(F)(F)F, O=C(c1cccs1)N(CC1C2CNCC21)c1ccc(N2CCOCC2)c(F)c1. As a reaction SMILES: [C:1]([O:2][C:3](=[O:4])[N:8]1[CH2:9][CH:10]2[CH:11]([CH2:14][N:15]([C:16](=[O:17])[c:18]3[s:19][cH:20][cH:21][cH:22]3)[c:23]3[cH:24][c:25]([F:35])[c:26]([N:29]4[CH2:30][CH2:31][O:32][CH2:33][CH2:34]4)[cH:27][cH:28]3)[CH:12]2[CH2:13]1)([CH3:5])([CH3:6])[CH3:7].[Cl:43][CH2:44][Cl:45].[F:36][C:37]([C:38](=[O:39])[OH:40])([F:41])[F:42]>>[F:36][C:37]([C:38](=[O:39])[OH:40])([F:41])[F:42].[NH:8]1[CH2:9][CH:10]2[CH:11]([CH2:14][N:15]([C:16](=[O:17])[c:18]3[s:19][cH:20][cH:21][cH:22]3)[c:23]3[cH:24][c:25]([F:35])[c:26]([N:29]4[CH2:30][CH2:31][O:32][CH2:33][CH2:34]4)[cH:27][cH:28]3)[CH:12]2[CH2:13]1. The reactants are COC(=O)C=1SC(=CC1N=CN(C)C)C(=O)C1CCCC1 (5-Cyclopentanecarbonyl-3-(dimethylaminomethyleneamino)thiophene-2-carboxylic acid methyl ester), CN1CCN(CCC1)C1=CC=C(C=C1)N (4-(4-methyl[1,4]diazepan-1-yl)phenylamine). Product: C1(CCCC1)C(=O)C1=CC=2N=CN(C(C2S1)=O)C1=CC=C(C=C1)N1CCN(CCC1)C (6-Cyclopentanecarbonyl-3-[4-(4-methyl[1,4]diazepan-1-yl)phenyl]-3H-thieno[3,2-d]pyrimidin-4-one). As a reaction SMILES: CO[C:3]([C:5]1[S:6][C:7]([C:15]([CH:17]2[CH2:21][CH2:20][CH2:19][CH2:18]2)=[O:16])=[CH:8][C:9]=1[N:10]=[CH:11][N:12]([CH3:14])C)=[O:4].[CH3:22][N:23]1[CH2:29][CH2:28][CH2:27][N:26]([C:30]2[CH:35]=[CH:34]C(N)=[CH:32][CH:31]=2)[CH2:25][CH2:24]1>>[CH:17]1([C:15]([C:7]2[S:6][C:5]3[C:3](=[O:4])[N:12]([C:14]4[CH:34]=[CH:35][C:30]([N:26]5[CH2:27][CH2:28][CH2:29][N:23]([CH3:22])[CH2:24][CH2:25]5)=[CH:31][CH:32]=4)[CH:11]=[N:10][C:9]=3[CH:8]=2)=[O:16])[CH2:18][CH2:19][CH2:20][CH2:21]1. Procedure: 5-Cyclopentanecarbonyl-3-(dimethylaminomethyleneamino)thiophene-2-carboxylic acid methyl ester and 4-(4-methyl[1,4]diazepan-1-yl)phenylamine were reacted by method A1. The product with the molecular weight of 436.58 (C24H28N4O2S) was obtained in this way; MS (ESI): 437 (M+H+). The reactants are FC1=C(C=C(C=C1)C(F)(F)F)NC1=NC2=C(N1C)C=CC(=C2)OC2=CC(=NC=C2)NC(=O)C2CCN(CC2)CCOC (N-{4-[(2-{[2-fluoro-5-(trifluoromethyl)phenyl]amino}-1-methyl-1H-benzimidazol-5-yl)oxy]pyridin-2-yl}-1-(2-methoxyethyl)piperidine-4-carboxamide). Solvent: C(Cl)Cl (methylene chloride), C(Cl)Cl (methylene chloride). Run at temperature -78 celsius, time 1 hour. The product is FC1=C(C=C(C=C1)C(F)(F)F)NC1=NC2=C(N1C)C=CC(=C2)OC2=CC(=NC=C2)NC(=O)C2CCN(CC2)CCO (N-{4-[(2-{[2-fluoro-5-(trifluoromethyl)phenyl]amino}-1-methyl-1H-benzimidazol-5-yl)oxy]pyridin-2-yl}-1-(2-hydroxyethyl)-piperidine-4-carboxamide). RXN SMILES: [F:1][C:2]1[CH:7]=[CH:6][C:5]([C:8]([F:11])([F:10])[F:9])=[CH:4][C:3]=1[NH:12][C:13]1[N:17]([CH3:18])[C:16]2[CH:19]=[CH:20][C:21]([O:23][C:24]3[CH:29]=[CH:28][N:27]=[C:26]([NH:30][C:31]([CH:33]4[CH2:38][CH2:37][N:36]([CH2:39][CH2:40][O:41]C)[CH2:35][CH2:34]4)=[O:32])[CH:25]=3)=[CH:22][C:15]=2[N:14]=1>C(Cl)Cl>[F:1][C:2]1[CH:7]=[CH:6][C:5]([C:8]([F:10])([F:9])[F:11])=[CH:4][C:3]=1[NH:12][C:13]1[N:17]([CH3:18])[C:16]2[CH:19]=[CH:20][C:21]([O:23][C:24]3[CH:29]=[CH:28][N:27]=[C:26]([NH:30][C:31]([CH:33]4[CH2:34][CH2:35][N:36]([CH2:39][CH2:40][OH:41])[CH2:37][CH2:38]4)=[O:32])[CH:25]=3)=[CH:22][C:15]=2[N:14]=1. Reported procedure: To N-{4-[(2-{[2-fluoro-5-(trifluoromethyl)phenyl]amino}-1-methyl-1H-benzimidazol-5-yl)oxy]pyridin-2-yl}-1-(2-methoxyethyl)piperidine-4-carboxamide (1 eq) in methylene chloride at −78° C. was added 1M borontribromide in methylene chloride (10 eq) and the resulting mixture and the resulting mixture was stirred at −78° C. for 1 h. It was then brought to ambient temperature and stirred for 2 h. LC/MS showed formation of the product. The reaction was quenched with saturated sodium carbonate solution ... Starting materials: C1(CC1)N1C=C(C(C2=CC(=C(C=C12)N1CCN(CC1)CCC(=O)OC)F)=O)C(=O)O (1-cyclopropyl-6-fluoro-1,4-dihydro-4-oxo-7-[4-(2-methoxycarbonylethyl)-1-piperazinyl]-3-quinolinecarboxylic acid). Run in C(C)(=O)O (acetic acid), O (water), S(O)(O)(=O)=O (sulphuric acid), O (water). Product: C1(CC1)N1C=C(C(C2=CC(=CC=C12)F)=O)C(=O)O (1-cyclopropyl-6-fluoro-1,4-dihydro-4-oxo-3-quinolinecarboxylic acid). As a reaction SMILES: [CH:1]1([N:4]2[C:13]3[C:8](=[CH:9][C:10]([F:26])=[C:11](N4CCN(CCC(OC)=O)CC4)[CH:12]=3)[C:7](=[O:27])[C:6]([C:28]([OH:30])=[O:29])=[CH:5]2)[CH2:3][CH2:2]1>C(O)(=O)C.O.S(=O)(=O)(O)O>[CH:1]1([N:4]2[C:13]3[C:8](=[CH:9][C:10]([F:26])=[CH:11][CH:12]=3)[C:7](=[O:27])[C:6]([C:28]([OH:30])=[O:29])=[CH:5]2)[CH2:2][CH2:3]1. Procedure details: 2.9 g of the compound of Example 9 are dissolved in a mixture of 14 ml of acetic acid and 9.5 ml of water, and 1.4 ml of concentrated sulphuric acid are added. The mixture is heated at 150° to 160° C. for 1.5 hours and poured into 90 ml of water. The precipitate is filtered off with suction, washed with water and methanol and dried. 2.3 g (72% of theory) of 7-]4-(2carboxyethyl)-1-piperazinyl]-1-cyclopropyl-6-fluoro-1,4-dihydro-4-oxo-3-quinolinecarboxylic acid semisulphate semihydrate of decompos... Starting materials: COC(=O)CCCCCCC1C(OC(C)=O)CC(OC2CCCCO2)C1C=O, CCCCC(F)(F)C(=O)CP(=O)(OC)OC, COC(C)(C)C, [LiH], O. Product: CCCCC(F)(F)C(=O)C=CC1C(OC2CCCCO2)CC(OC(C)=O)C1CCCCCCC(=O)OC. Reaction SMILES: [C:18]([CH3:19])(=[O:20])[O:21][CH:22]1[CH2:23][CH:24]([O:39][CH:40]2[O:41][CH2:42][CH2:43][CH2:44][CH2:45]2)[CH:25]([CH:37]=[O:38])[CH:26]1[CH2:27][CH2:28][CH2:29][CH2:30][CH2:31][CH2:32][C:33](=[O:34])[O:35][CH3:36].[CH3:1][O:2][P:3](=[O:4])([O:5][CH3:6])[CH2:7][C:8]([C:9]([CH2:10][CH2:11][CH2:12][CH3:13])([F:14])[F:15])=[O:16].[CH3:47][O:48][C:49]([CH3:50])([CH3:51])[CH3:52].[LiH:17].[OH2:46]>>[CH:7]([C:8]([C:9]([CH2:10][CH2:11][CH2:12][CH3:13])([F:14])[F:15])=[O:16])=[CH:37][CH:25]1[CH:24]([O:39][CH:40]2[O:41][CH2:42][CH2:43][CH2:44][CH2:45]2)[CH2:23][CH:22]([O:21][C:18]([CH3:19])=[O:20])[CH:26]1[CH2:27][CH2:28][CH2:29][CH2:30][CH2:31][CH2:32][C:33](=[O:34])[O:35][CH3:36]. The yield is 30.0%. The solvent is C(Cl)Cl (methylene chloride). The reagents and catalysts are C1=CC=C(C=C1)P(C2=CC=CC=C2)C3=CC=CC=C3.C1=CC=C(C=C1)P(C2=CC=CC=C2)C3=CC=CC=C3.C1=CC=C(C=C1)P(C2=CC=CC=C2)C3=CC=CC=C3.[Cl-].[Rh] (chlorotris(triphenylphosphine)rhodium(I)). Product: C(C)(=O)OCC([C@H]1[C@@H](CC2C3CCC4=CC(CC[C@@]4(C3=CC[C@]12C)C)=O)C)=O (2-oxo-2-((10S,13S,16R,17S)-10,13,16-trimethyl-3-oxo-2,3,6,7,8,10,12,13,14,15,16,17-dodecahydro-1H-cyclopenta[a]phenanthren-17-yl)ethyl acetate). The reactants are C(C)(=O)OCC([C@H]1[C@@H](CC2C3CCC4=CC(C=C[C@@]4(C3=CC[C@]12C)C)=O)C)=O (2-oxo-2-((10S,13S,16R,17S)-10,13,16-trimethyl-3-oxo-6,7,8,10,12,13,14,15,16,17-decahydro-3H-cyclopenta[a]phenanthren-17-yl)ethyl acetate), C(C)[SiH](CC)CC (triethylsilane). Reported procedure: A mixture of 3.3 g (8.6 mM) of 2-oxo-2-((10S,13S,16R,17S)-10,13,16-trimethyl-3-oxo-6,7,8,10,12,13,14,15,16,17-decahydro-3H-cyclopenta[a]phenanthren-17-yl)ethyl acetate, chlorotris(triphenylphosphine)rhodium(I) (Wilkinson's Catalyst, 480 mg, 0.52 mM), triethylsilane (1.4 mL, 1.0 g, 8.8 mM) and methylene chloride (15 mL) was warmed to 40° C. and stirred until most of the starting material was gone, as determined by thin layer chromatography. The reaction was evaporated in vacuo and chromatographed... RXN SMILES: [C:1]([O:4][CH2:5][C:6](=[O:28])[C@@H:7]1[C@:23]2([CH3:24])[CH:10]([CH:11]3[C:20](=[CH:21][CH2:22]2)[C@:19]2([CH3:25])[C:14](=[CH:15][C:16](=[O:26])[CH:17]=[CH:18]2)[CH2:13][CH2:12]3)[CH2:9][C@H:8]1[CH3:27])(=[O:3])[CH3:2].C([SiH](CC)CC)C>C1C=CC(P(C2C=CC=CC=2)C2C=CC=CC=2)=CC=1.C1C=CC(P(C2C=CC=CC=2)C2C=CC=CC=2)=CC=1.C1C=CC(P(C2C=CC=CC=2)C2C=CC=CC=2)=CC=1.[Cl-].[Rh].C(Cl)Cl>[C:1]([O:4][CH2:5][C:6](=[O:28])[C@@H:7]1[C@:23]2([CH3:24])[CH:10]([CH:11]3[C:20](=[CH:21][CH2:22]2)[C@:19]2([CH3:25])[C:14](=[CH:15][C:16](=[O:26])[CH2:17][CH2:18]2)[CH2:13][CH2:12]3)[CH2:9][C@H:8]1[CH3:27])(=[O:3])[CH3:2] |f:2.3.4.5.6|. Reaction conditions: temperature 40 celsius.